Dataset: the Open Reaction Database (ORD), a public repository of structured organic reaction records. Task: describe an organic reaction: reactants, conditions, products, and yield The reactants are CC=1OC=C(C1CO)C (2,4-dimethyl-3-hydroxymethylfuran), Br.C1(=CC=CC=C1)P(C1=CC=CC=C1)C1=CC=CC=C1 (triphenylphosphine hydrobromide). The solvent is ClCCl (dichlormethane), ClCCl (dichloromethane). Reaction conditions: time 30 minute. Product: [Br-].CC=1OC=C(C1C[P+](C1=CC=CC=C1)(C1=CC=CC=C1)C1=CC=CC=C1)C ((2,4-dimethyl-3-furyl)methyl triphenylphosphonium bromide). The yield is 69.1%. Reaction SMILES: [CH3:1][C:2]1[O:3][CH:4]=[C:5]([CH3:9])[C:6]=1[CH2:7]O.[BrH:10].[C:11]1([P:17]([C:24]2[CH:29]=[CH:28][CH:27]=[CH:26][CH:25]=2)[C:18]2[CH:23]=[CH:22][CH:21]=[CH:20][CH:19]=2)[CH:16]=[CH:15][CH:14]=[CH:13][CH:12]=1>ClCCl>[Br-:10].[CH3:1][C:2]1[O:3][CH:4]=[C:5]([CH3:9])[C:6]=1[CH2:7][P+:17]([C:18]1[CH:19]=[CH:20][CH:21]=[CH:22][CH:23]=1)([C:24]1[CH:29]=[CH:28][CH:27]=[CH:26][CH:25]=1)[C:11]1[CH:12]=[CH:13][CH:14]=[CH:15][CH:16]=1 |f:1.2,4.5|. Procedure details: A solution of 2,4-dimethyl-3-hydroxymethylfuran (11 g.) in dichlormethane (25 ml.) was added to a cooled slurry of triphenylphosphine hydrobromide (34 g.) in dichloromethane to give a clear solution. After standing a further 30 minutes at room temperature the bulk of the solvent was distilled off and the residue was crystallized from a 1:4 parts by volume mixture of methanol and ethylacetate to yield a buff colored solid (27.2 g.) of (2,4-dimethyl-3-furyl)methyl triphenylphosphonium bromide, m.p... Starting materials: [Al+3], O=C1CCCc2nc3cc(Cl)ccc3c(NCc3ccccc3)c21, C1CCOC1, [H-], [H-], [H-], [H-], [Li+]. The product is OC1CCCc2nc3cc(Cl)ccc3c(NCc3ccccc3)c21. As a reaction SMILES: [Al+3:26].[CH2:1]([c:2]1[cH:3][cH:4][cH:5][cH:6][cH:7]1)[NH:8][c:9]1[c:10]2[cH:11][cH:12][c:13]([Cl:24])[cH:14][c:15]2[n:16][c:17]2[c:22]1[C:21](=[O:23])[CH2:20][CH2:19][CH2:18]2.[CH2:31]1[O:32][CH2:33][CH2:34][CH2:35]1.[H-:25].[H-:28].[H-:29].[H-:30].[Li+:27]>>[CH2:1]([c:2]1[cH:3][cH:4][cH:5][cH:6][cH:7]1)[NH:8][c:9]1[c:10]2[cH:11][cH:12][c:13]([Cl:24])[cH:14][c:15]2[n:16][c:17]2[c:22]1[CH:21]([OH:23])[CH2:20][CH2:19][CH2:18]2. Reactants: BrC1=C2C=CN=CC2=CC=C1F (5-bromo-6-fluoroisoquinoline), C(C)(=O)N1C(C2=CC=C(C(=C2C=C1)Br)F)CC(=O)OC (methyl 2-(2-acetyl-5-bromo-6-fluoro-1,2-dihydroisoquinolin-1-yl)acetate), Cl (HCl), C(C)(C)(C)[Si](C)(C)OC(=C)OC (tert-butyl((1-methoxyvinyl)oxy)dimethylsilane). The solvent is C(Cl)Cl (DCM), C(Cl)Cl (DCM). Conditions: temperature -78 celsius, time 60 minute. Product: BrC1=C2CCN3C(C2=CC=C1F)=CC(NCC3=O)=O (9-bromo-10-fluoro-3,4,7,8-tetrahydro-[1,4]diazepino[7,1-a]isoquinoline-2,5-dione). RXN SMILES: [C:1]([N:4]1[CH:13]=[CH:12][C:11]2[C:6](=[CH:7][CH:8]=[C:9]([F:15])[C:10]=2[Br:14])[CH:5]1[CH2:16][C:17]([O:19]C)=O)(=[O:3])[CH3:2].BrC1C(F)=CC=C2C=1C=C[N:26]=C2.C([Si](OC(OC)=C)(C)C)(C)(C)C.Cl>C(Cl)Cl>[Br:14][C:10]1[C:9]([F:15])=[CH:8][CH:7]=[C:6]2[C:11]=1[CH2:12][CH2:13][N:4]1[C:1](=[O:3])[CH2:2][NH:26][C:17](=[O:19])[CH:16]=[C:5]12. Procedure details: methyl 2-(2-acetyl-5-bromo-6-fluoro-1,2-dihydroisoquinolin-1-yl)acetate. To a stirred solution of 5-bromo-6-fluoroisoquinoline (43.9 g, 194 mmol) in DCM (880 mL) acetyl chloride (14.49 mL, 204 mmol) was dropped at RT and the solution was stirred for 60 min. The solution was cooled to −78° C. (yellow suspension) and then a solution of tert-butyl((1-methoxyvinyl)oxy)dimethylsilane (38.4 g, 204 mmol) in DCM (220 mL) was added in one portion. The resulting yellow solution was stirred at −78° C. for ...